From a dataset of the Open Reaction Database (ORD), a public repository of structured organic reaction records. describe an organic reaction: reactants, conditions, products, and yield The reactants are CO, ClCCl, [Na+], [OH-], COc1cc(C2C(C#N)=C(N)Oc3c2ccc(NC(=O)C(C)NC(=O)OCC2c4ccccc4-c4ccccc42)c3N)cc(Br)c1OC. The product is COc1cc(C2C(C#N)=C(N)Oc3c2ccc(NC(=O)C(C)N)c3N)cc(Br)c1OC. As a reaction SMILES: [CH3:54][OH:55].[Cl:49][CH2:50][Cl:51].[Na+:53].[OH-:52].[cH:1]1[c:2]2[c:14]([cH:15][cH:16][cH:48]1)-[c:9]1[c:8]([cH:13][cH:12][cH:11][cH:10]1)[CH:3]2[CH2:4][O:5][C:6](=[O:7])[NH:17][CH:18]([CH3:19])[C:20]([NH:21][c:22]1[cH:23][cH:24][c:25]2[c:30]([c:31]1[NH2:32])[O:29][C:28]([NH2:33])=[C:27]([C:34]#[N:35])[CH:26]2[c:36]1[cH:37][c:38]([Br:46])[c:39]([O:44][CH3:45])[c:40]([O:42][CH3:43])[cH:41]1)=[O:47]>>[NH2:17][CH:18]([CH3:19])[C:20]([NH:21][c:22]1[cH:23][cH:24][c:25]2[c:30]([c:31]1[NH2:32])[O:29][C:28]([NH2:33])=[C:27]([C:34]#[N:35])[CH:26]2[c:36]1[cH:37][c:38]([Br:46])[c:39]([O:44][CH3:45])[c:40]([O:42][CH3:43])[cH:41]1)=[O:47]. Starting materials: NCC(=O)NC(c1cccc(F)c1)c1cccc(F)c1, O=C(O)c1ccncc1. The product is O=C(CNC(=O)c1ccncc1)NC(c1cccc(F)c1)c1cccc(F)c1. As a reaction SMILES: [NH2:1][CH2:2][C:3](=[O:4])[NH:5][CH:6]([c:7]1[cH:8][c:9]([F:13])[cH:10][cH:11][cH:12]1)[c:14]1[cH:15][c:16]([F:20])[cH:17][cH:18][cH:19]1.[OH:21][C:22](=[O:23])[c:24]1[cH:25][cH:26][n:27][cH:28][cH:29]1>>[NH:1]([CH2:2][C:3](=[O:4])[NH:5][CH:6]([c:7]1[cH:8][c:9]([F:13])[cH:10][cH:11][cH:12]1)[c:14]1[cH:15][c:16]([F:20])[cH:17][cH:18][cH:19]1)[C:22](=[O:21])[c:24]1[cH:25][cH:26][n:27][cH:28][cH:29]1. Starting materials: P(OCC)(OCC)OCC (triethyl phosphite), C1=CC=CC=2SC3=CC=CC=C3NC12 (phenothiazine), C(C=C)Cl (allyl chloride). Reagents/catalysts: [Co] (cobalt). Run at time 5.5 hour. Product: 135, C(C)OP(OCC)(=O)CC=C (allyl phosphonic acid diethyl ester). RXN SMILES: [P:1]([O:8][CH2:9][CH3:10])([O:5][CH2:6][CH3:7])[O:2]CC.[CH:11]1[C:24]2NC3C(=CC=CC=3)SC=2C=C[CH:12]=1.C(Cl)C=C>[Co]>[CH2:9]([O:8][P:1]([CH2:24][CH:11]=[CH2:12])(=[O:2])[O:5][CH2:6][CH3:7])[CH3:10]. Procedure details: 166 parts of triethyl phosphite are heated for 1 hour to 140° C in a nitrogen atmosphere with 2 parts of highly active Raney cobalt (Ra-Co-Lu). A mixture of 1 part of phenothiazine and 80 parts of allyl chloride is then added dropwise at 140° C. Once the reaction has started, the temperature may be lowered to 120° C. After 5.5 hours, 63 parts of ethyl chloride have distilled off and the mixture is deep blue in colour. Fractional distillation gives 135 parts of allyl phosphonic acid diethyl ester... The reactants are CC(C)(C)c1ccc(S)cc1, CC(C)O, [Cu]I, [K+], [K+], O=C([O-])[O-], Oc1cccc(I)c1, OCCO. Product: CC(C)(C)c1ccc(Sc2cccc(O)c2)cc1. RXN SMILES: [C:9]([CH3:10])([CH3:11])([CH3:12])[c:13]1[cH:14][cH:15][c:16]([SH:19])[cH:17][cH:18]1.[CH3:32][CH:33]([OH:34])[CH3:35].[Cu:30][I:31].[K+:20].[K+:21].[O-:22][C:23]([O-:24])=[O:25].[OH:1][c:2]1[cH:3][cH:4][cH:5][c:6]([I:7])[cH:8]1.[OH:26][CH2:27][CH2:28][OH:29]>>[OH:1][c:2]1[cH:3][cH:4][cH:5][c:6]([S:19][c:16]2[cH:15][cH:14][c:13]([C:9]([CH3:10])([CH3:11])[CH3:12])[cH:18][cH:17]2)[cH:8]1. Starting materials: COC1=C(CCl)C=C(C=C1)OC (2,5-dimethoxybenzyl chloride), O (water), ClC1=CC(=NS1)O (5-chloro-3-hydroxyisothiazole), [H-].[Na+] (NaH), oil. Run in CN(C=O)C (dimethyl formamide), CN(C=O)C (dimethyl formamide), CN(C=O)C (dimethyl formamide). Run at time 15 minute. Product: ClC1=CC(=NS1)OCC1=C(C=CC(=C1)OC)OC (5-Chloro-3-(2,5-dimethoxybenzyloxy)isothiazole). As a reaction SMILES: [Cl:1][C:2]1[S:6][N:5]=[C:4]([OH:7])[CH:3]=1.[H-].[Na+].[CH3:10][O:11][C:12]1[CH:19]=[CH:18][C:17]([O:20][CH3:21])=[CH:16][C:13]=1[CH2:14]Cl.O>CN(C)C=O>[Cl:1][C:2]1[S:6][N:5]=[C:4]([O:7][CH2:14][C:13]2[CH:16]=[C:17]([O:20][CH3:21])[CH:18]=[CH:19][C:12]=2[O:11][CH3:10])[CH:3]=1 |f:1.2|. Procedure details: A solution of 5-chloro-3-hydroxyisothiazole (4.0 g, 0.03 mole) in 15 ml of dimethyl formamide was added dropwise to a stirred suspension of 60% NaH in oil (1.4 g, 0.035 mole) in 25 ml of dimethyl formamide at 0° C. under N2. After 15 minutes, a solution of 2,5-dimethoxybenzyl chloride (5.6 g, 0.03 mole) in 10 ml of dimethyl formamide was added dropwise and the mixture was stirred at room temperature for 24 hours. The dark reaction mixture was poured into water and extracted with diethyl ether. T... Starting materials: CN(C)C=O, CC(=O)Cl, Cc1ccccc1, Nc1ccc(N2CCN(c3ccc(O)cc3)CC2)cc1, O, c1ccncc1. Product: CC(=O)Nc1ccc(N2CCN(c3ccc(O)cc3)CC2)cc1. Reaction SMILES: [CH3:27][N:28]([CH3:29])[CH:30]=[O:31].[CH3:32][C:33]([Cl:34])=[O:35].[CH3:37][c:38]1[cH:39][cH:40][cH:41][cH:42][cH:43]1.[NH2:1][c:2]1[cH:3][cH:4][c:5]([N:8]2[CH2:9][CH2:10][N:11]([c:14]3[cH:15][cH:16][c:17]([OH:20])[cH:18][cH:19]3)[CH2:12][CH2:13]2)[cH:6][cH:7]1.[OH2:36].[cH:21]1[cH:22][cH:23][n:24][cH:25][cH:26]1>>[NH:1]([c:2]1[cH:3][cH:4][c:5]([N:8]2[CH2:9][CH2:10][N:11]([c:14]3[cH:15][cH:16][c:17]([OH:20])[cH:18][cH:19]3)[CH2:12][CH2:13]2)[cH:6][cH:7]1)[C:33]([CH3:32])=[O:35]. RXN SMILES: C([O:3][C:4](=[O:18])[CH2:5][CH:6]1[C:16]2=[C:17]3[C:12](=[CH:13][CH:14]=[CH:15]2)[CH:11]=[CH:10][CH:9]=[C:8]3[CH2:7]1)C.[OH-].[K+].O>CO>[CH:6]1([CH2:5][C:4]([OH:18])=[O:3])[C:16]2=[C:17]3[C:12](=[CH:13][CH:14]=[CH:15]2)[CH:11]=[CH:10][CH:9]=[C:8]3[CH2:7]1 |f:1.2|. Yields the product C1(CC2=CC=CC3=CC=CC1=C23)CC(=O)O (2-(1,2-Dihydro-1-acenaphthylenyl)acetic Acid). Solvent: CO (methanol). Starting materials: [OH-].[K+] (potassium hydroxide), O (water), C(C)OC(CC1CC2=CC=CC3=CC=CC1=C23)=O (Ethyl2-(1,2-dihydro-1-acenaphthylenyl)acetate). Reported procedure: The ester obtained in Step C (1.9 g, 7.91.10−3 mol) is heated at reflux in the presence of potassium hydroxide (2.34 g, 4.17.10−2 mol, 5.3 eq.), water (16 ml) and methanol (16 ml) for one night. After evaporating off the solvent, the residue is taken up in water and extracted twice with ether. The basic aqueous phase is acidified using concentrated HCl in the cold state. The acid is extracted with ethyl acetate and dried over MgSO4. After evaporating off the solvent under reduced pressure, the t... Starting materials: OCCC1=CC=C(C=C1)NC(C(=O)C1=CC=CC=C1)C (2-{[4-(2-hydroxyethyl)phenyl]amino}-1-phenyl-1-propanone), N#CN (cyanamide). Solvent: C(C)O (ethanol). Yields the product NC=1N(C(=C(N1)C1=CC=CC=C1)C)C1=CC=C(C=C1)CCO (2-[4-(2-amino-5-methyl-4-phenyl-1H-imidazol-1-yl)phenyl]ethanol). Yield: 33.4%. RXN SMILES: [OH:1][CH2:2][CH2:3][C:4]1[CH:9]=[CH:8][C:7]([NH:10][CH:11]([CH3:20])[C:12]([C:14]2[CH:19]=[CH:18][CH:17]=[CH:16][CH:15]=2)=O)=[CH:6][CH:5]=1.[N:21]#[C:22][NH2:23]>C(O)C>[NH2:23][C:22]1[N:10]([C:7]2[CH:8]=[CH:9][C:4]([CH2:3][CH2:2][OH:1])=[CH:5][CH:6]=2)[C:11]([CH3:20])=[C:12]([C:14]2[CH:19]=[CH:18][CH:17]=[CH:16][CH:15]=2)[N:21]=1. Procedure details: A mixture of 2-{[4-(2-hydroxyethyl)phenyl]amino}-1-phenyl-1-propanone (1.3 g, 5.0 mmol) and cyanamide (420 mg, 10 mmol) in ethanol (60 mL) was refluxed for 16 h. After removal of solvent, the residue was diluted with dichloromethane. The organic layer was washed with water, dried (Na2SO4) and concentrated under reduced pressure. The residue was purified by flash column chromatography on silica gel eluting with ethyl acetate/ethanol (10:1) to give 490 mg (33%) of the title compound as yellow soli...